This data is from the Open Reaction Database (ORD), a public repository of structured organic reaction records. The task is: describe an organic reaction: reactants, conditions, products, and yield The reactants are CC(=O)C1CC(=O)N(Cc2ccccc2)C1, Cl, NO, c1ccncc1. The product is CC(=NO)C1CC(=O)N(Cc2ccccc2)C1. Reaction SMILES: [C:4]([CH3:5])(=[O:6])[CH:7]1[CH2:8][C:9](=[O:19])[N:10]([CH2:12][c:13]2[cH:14][cH:15][cH:16][cH:17][cH:18]2)[CH2:11]1.[ClH:1].[NH2:2][OH:3].[cH:20]1[cH:21][cH:22][n:23][cH:24][cH:25]1>>[N:2]([OH:3])=[C:4]([CH3:5])[CH:7]1[CH2:8][C:9](=[O:19])[N:10]([CH2:12][c:13]2[cH:14][cH:15][cH:16][cH:17][cH:18]2)[CH2:11]1. Starting materials: NC1=CC=C(C(=O)OC)C=C1 (methyl 4-aminobenzoate), ClC(C(=O)OC)=O (methyl chlorooxoacetate), N1=CC=CC=C1 (pyridine). Run at time 5 minute. Product: COC(C(=O)NC=1C=C(C(=O)OC)C=CC1)=O (methyl 3-{[methoxy(oxo)acetyl]amino}benzoate). As a reaction SMILES: N[C:2]1[CH:11]=[CH:10][C:5]([C:6]([O:8][CH3:9])=[O:7])=[CH:4][CH:3]=1.Cl[C:13](=[O:18])[C:14]([O:16][CH3:17])=[O:15].[N:19]1C=CC=CC=1>>[CH3:17][O:16][C:14](=[O:15])[C:13]([NH:19][C:3]1[CH:4]=[C:5]([CH:10]=[CH:11][CH:2]=1)[C:6]([O:8][CH3:9])=[O:7])=[O:18]. Procedure: To a solution of methyl 4-aminobenzoate (500 mg, 3.31 mmol) in anydrous pyridine (10 mL) was added dropwise methyl chlorooxoacetate (370 μL, 3.97 mmol) at 0° C. After 5 min the temperature was allowed to warm up to rt. After 90 min, aminomethyl resin (Polymers Laboratories PL-AMS, 1.96 mmol/g, 720 mg) was added and the resulting mixture was stirred overnight at rt. After filtration and rinsing the resin, water (50 mL) was added into the filtrate and a white solid precipated out. Filtration and w...